Dataset: the Open Reaction Database (ORD), a public repository of structured organic reaction records. Task: describe an organic reaction: reactants, conditions, products, and yield Reactants: O.NN (Hydrazine hydrate), C(C1=CC=CC=C1)OC1=C(C=CC=C1)[N+](=O)[O-] (2-(benzyloxy)nitrobenzene). Reagents/catalysts: [Ni] (Raney nickel). The solvent is CO (methanol). Yields the product C(C1=CC=CC=C1)OC1=C(N)C=CC=C1 (2-(Benzyloxy)-aniline). As a reaction SMILES: O.NN.[CH2:4]([O:11][C:12]1[CH:17]=[CH:16][CH:15]=[CH:14][C:13]=1[N+:18]([O-])=O)[C:5]1[CH:10]=[CH:9][CH:8]=[CH:7][CH:6]=1>[Ni].CO>[CH2:4]([O:11][C:12]1[CH:17]=[CH:16][CH:15]=[CH:14][C:13]=1[NH2:18])[C:5]1[CH:6]=[CH:7][CH:8]=[CH:9][CH:10]=1 |f:0.1|. Procedure details: Hydrazine hydrate (5 ml) was added dropwise over 20 minutes to a stirred suspension of Raney nickel in a solution of 2-(benzyloxy)nitrobenzene in methanol (200 ml) causing gentle reflux. The stirred mixture was heated under reflux for a further 30 minutes, cooled, filtered and evaporated. The residue was distilled under vacuum to give a pale oil, b.p. 146°-150°/0.5 mm.